Dataset: the Open Reaction Database (ORD), a public repository of structured organic reaction records. Task: describe an organic reaction: reactants, conditions, products, and yield The reactants are CC(=O)O[BH-](OC(C)=O)OC(C)=O, CC(=O)O, O=Cc1ccc(OCCCN2CCCCC2)cc1, Nc1ccc(Cl)cc1, [Na+], [Na+], [OH-]. Yields the product Clc1ccc(NCc2ccc(OCCCN3CCCCC3)cc2)cc1. RXN SMILES: [C:27]([O:28][BH-:29]([O:30][C:31](=[O:32])[CH3:33])[O:34][C:35](=[O:36])[CH3:37])(=[O:38])[CH3:39].[CH3:43][C:44](=[O:45])[OH:46].[N:1]1([CH2:7][CH2:8][CH2:9][O:10][c:11]2[cH:12][cH:13][c:14]([CH:15]=[O:16])[cH:17][cH:18]2)[CH2:2][CH2:3][CH2:4][CH2:5][CH2:6]1.[NH2:19][c:20]1[cH:21][cH:22][c:23]([Cl:24])[cH:25][cH:26]1.[Na+:40].[Na+:42].[OH-:41]>>[N:1]1([CH2:7][CH2:8][CH2:9][O:10][c:11]2[cH:12][cH:13][c:14]([CH2:15][NH:19][c:20]3[cH:21][cH:22][c:23]([Cl:24])[cH:25][cH:26]3)[cH:17][cH:18]2)[CH2:2][CH2:3][CH2:4][CH2:5][CH2:6]1. Reactants: C(CCC)N=C(C=1C(C(=O)O)=C(C(=C(C1Cl)Cl)Cl)Cl)O (tetrachlorophthalic acid N-n-butylimide), C([O-])([O-])=O.[K+].[K+] (potassium carbonate), C1(=CC=CC=C1)S (thiophenol). Solvent: O1CCCC1 (tetrahydrofuran). Yields the product C(CCC)N=C(C=1C(C(=O)O)=C(C(=C(C1Cl)SC1=CC=CC=C1)SC1=CC=CC=C1)Cl)O (4,5-Bis-(phenylthio)-3,6-dichlorophthalic acid N-n-butylimide). Reaction SMILES: [CH2:1]([N:5]=[C:6]([OH:20])[C:7]1[C:8](=[C:12]([Cl:19])[C:13](Cl)=[C:14](Cl)[C:15]=1[Cl:16])[C:9]([OH:11])=[O:10])[CH2:2][CH2:3][CH3:4].C(=O)([O-])[O-].[K+].[K+].[C:27]1([SH:33])[CH:32]=[CH:31][CH:30]=[CH:29][CH:28]=1>O1CCCC1>[CH2:1]([N:5]=[C:6]([OH:20])[C:7]1[C:8](=[C:12]([Cl:19])[C:13]([S:33][C:27]2[CH:32]=[CH:31][CH:30]=[CH:29][CH:28]=2)=[C:14]([S:33][C:27]2[CH:32]=[CH:31][CH:30]=[CH:29][CH:28]=2)[C:15]=1[Cl:16])[C:9]([OH:11])=[O:10])[CH2:2][CH2:3][CH3:4] |f:1.2.3|. Procedure: 20 g (58.65 millimols) of tetrachlorophthalic acid N-n-butylimide, 33.64 g (243 millimols) of potassium carbonate, 13.57 g (123 millimols) of thiophenol and 150 ml of tetrahydrofuran are stirred at 25° C. for 18 hours. The mixture is acidified and extracted with methylene chloride. The extracts are dried and evaporated. After recrystallisation from toluene/cyclohexane, 23.88 g (83% of theory) of 4,5-bis-(phenylthio)-3,6-dichlorophthalic acid N-n-butylimide are obtained; melting point 215°-6° C. Starting materials: S1C(=CC=C1)C1=CC=C(C=N1)C(=O)O (6-(2-thienyl)pyridine-3-carboxylic acid), S(=O)(Cl)Cl (thionyl chloride). The product is S1C(=CC=C1)C1=CC=C(C=N1)C(=O)Cl (6-(2-Thienyl)pyridine-3-carbonyl chloride). As a reaction SMILES: [S:1]1[CH:5]=[CH:4][CH:3]=[C:2]1[C:6]1[N:11]=[CH:10][C:9]([C:12]([OH:14])=O)=[CH:8][CH:7]=1.S(Cl)([Cl:17])=O>>[S:1]1[CH:5]=[CH:4][CH:3]=[C:2]1[C:6]1[N:11]=[CH:10][C:9]([C:12]([Cl:17])=[O:14])=[CH:8][CH:7]=1. Procedure details: A mixture of 1.8 g of 6-(2-thienyl)pyridine-3-carboxylic acid in 50 ml of thionyl chloride is refluxed under dry conditions for 1 hour. The reaction mixture is evaporated to dryness and evaporated again from 50 ml of carbon tetrachloride to a residue. The residue is dissolved in 60 ml of methylene chloride and used further reactions. Reactants: Cl (hydrochloric acid), CN(C)CC1=CC=C(CO)O1 (5-(dimethylamino)methylfurfuryl alcohol). The product is Cl (hydrochloric acid), Cl.CN(C)CC1=CC=C(CO)O1 (5-(dimethylamino)methylfurfuryl alcohol hydrochloride). Reaction SMILES: [ClH:1].[CH3:2][N:3]([CH2:5][C:6]1[O:12][C:9]([CH2:10][OH:11])=[CH:8][CH:7]=1)[CH3:4]>>[ClH:1].[ClH:1].[CH3:4][N:3]([CH2:5][C:6]1[O:12][C:9]([CH2:10][OH:11])=[CH:8][CH:7]=1)[CH3:2] |f:3.4|. Procedure details: In a device shown in FIG. 2, 38.5 kg/hr of aqueous 36 wt% hydrochloric acid solution was fed through a conduit 2 and 13.0 kg/hr of 5-(dimethylamino)methylfurfuryl alcohol was fed through a conduit 3 to a reactor 1 maintained at a temperature of 20° to 30° C. Aqueous hydrochloric acid solution of 5-(dimethylamino)methylfurfuryl alcohol hydrochloride thus obtained was continuously fed to a reactor 5 through a conduit 4. Under maintaining a temperature of the reactor at 50° to 60° C., 13.3 kg/hr of... The solvent is CO (methanol). Reported procedure: A solution containing the product from Example 73C (0.095 g, 0.121 mmol) in methanol (1.5 mL) was treated with Pd(OH)2 on carbon (0.075 g, 20% Pd by wt.) and HCl solution (0.090 mL, 4N in dioxane), stirred under a hydrogen atmosphere (balloon pressure) at 25° C. for 16 hours, filtered through a bed of celite® and rinsed with methanol. The solvent was concentrated to give the title compound as the hydrochloride salt, which was used without further purification. The reagents and catalysts are [OH-].[OH-].[Pd+2] (Pd(OH)2 on carbon). Product: N[C@H]([C@H](C[C@H](CC1=CC=CC=C1)NC([C@H](C(C)(C)C)N1C(N(CC1)CC1=NC(=CC=C1)C)=O)=O)O)CC1=CC=C(C=C1)C1=CC=NC=C1 ((2S)-N-{(1S,3S,4S)-4-amino-1-benzyl-3-hydroxy-5-[4-(4-pyridinyl)phenyl]pentyl}-3,3-dimethyl-2-{3-[(6-methyl-2-pyridinyl)methyl]-2-oxo-1-imidazolidinyl}butanamide), hydrochloride salt. Run at temperature 25 celsius, time 16 hour. Reactants: Cl (HCl), CC([C@@H](C(=O)N[C@H](C[C@@H]([C@H](CC1=CC=C(C=C1)C1=CC=NC=C1)NC(OCC1=CC=CC=C1)=O)O)CC1=CC=CC=C1)N1C(N(CC1)CC1=NC(=CC=C1)C)=O)(C)C (benzyl(1S,2S,4S)-4-[((2S)-3,3-dimethyl-2-{3-[(6-methyl-2-pyridinyl)methyl]-2-oxo-1-imidazolidinyl}butanoyl)amino]-2-hydroxy-5-phenyl-1-[4-(4-pyridinyl)benzyl]pentylcarbamate). As a reaction SMILES: [CH3:1][C:2]([CH3:58])([CH3:57])[C@H:3]([N:43]1[CH2:47][CH2:46][N:45]([CH2:48][C:49]2[CH:54]=[CH:53][CH:52]=[C:51]([CH3:55])[N:50]=2)[C:44]1=[O:56])[C:4]([NH:6][C@@H:7]([CH2:36][C:37]1[CH:42]=[CH:41][CH:40]=[CH:39][CH:38]=1)[CH2:8][C@H:9]([OH:35])[C@@H:10]([NH:24]C(=O)OCC1C=CC=CC=1)[CH2:11][C:12]1[CH:17]=[CH:16][C:15]([C:18]2[CH:23]=[CH:22][N:21]=[CH:20][CH:19]=2)=[CH:14][CH:13]=1)=[O:5].Cl>CO.[OH-].[OH-].[Pd+2]>[NH2:24][C@@H:10]([CH2:11][C:12]1[CH:17]=[CH:16][C:15]([C:18]2[CH:19]=[CH:20][N:21]=[CH:22][CH:23]=2)=[CH:14][CH:13]=1)[C@@H:9]([OH:35])[CH2:8][C@@H:7]([NH:6][C:4](=[O:5])[C@@H:3]([N:43]1[CH2:47][CH2:46][N:45]([CH2:48][C:49]2[CH:54]=[CH:53][CH:52]=[C:51]([CH3:55])[N:50]=2)[C:44]1=[O:56])[C:2]([CH3:57])([CH3:1])[CH3:58])[CH2:36][C:37]1[CH:38]=[CH:39][CH:40]=[CH:41][CH:42]=1 |f:3.4.5|. Reactants: COC1=C(C=CC=C1)C(C)=O (o-methoxyacetophenone), [OH-].[K+] (potassium hydroxide). Reagents/catalysts: C1=CC=CC=C1.C1=CC=CC=C1.Cl[Ru]Cl.Cl[Ru]Cl (Benzeneruthenium(II) chloride dimer). Solvent: C=1(C(=CC=CC1)C)C (xylene), C=1(C(=CC=CC1)C)C (xylene). Reaction conditions: temperature 140 celsius, time 1 hour. Product: COC1=C(C=CC=C1)C(C)O ((o-methoxyphenyl)ethanol). Reaction SMILES: [CH3:1][O:2][C:3]1[CH:8]=[CH:7][CH:6]=[CH:5][C:4]=1[C:9](=[O:11])[CH3:10].[OH-].[K+]>C1(C)C(C)=CC=CC=1.C1C=CC=CC=1.C1C=CC=CC=1.Cl[Ru]Cl.Cl[Ru]Cl>[CH3:1][O:2][C:3]1[CH:8]=[CH:7][CH:6]=[CH:5][C:4]=1[CH:9]([OH:11])[CH3:10] |f:1.2,4.5.6.7|. Reported procedure: Benzeneruthenium(II) chloride dimer (1.0 mg, 2 μmol, 0.5 mol %) and a chiral ligand (M=Ru, R=t-Bu, Ar=C6H5—, 2.6 μmol, 0.65 mol %) were dissolved in xylene (3 mL) under nitrogen atmosphere, and then heated and stirred for 1 h at 140° C. After the mixture was cooled to room temperature, o-methoxyacetophenone (0.4 mmol), xylene (2 mL) and an aqueous solution of potassium hydroxide (0.4 mL, 0.2 M) were added thereto. Thereafter, the reaction system was placed in an autoclave, and stirred for 12 h u... Starting materials: COC(=O)c1ccc(N)cc1Cl, CN(C)c1ccncc1, CCN(C(C)C)C(C)C, O=C(Cl)CCCCl, ClCCl, Cl. The product is COC(=O)c1ccc(NC(=O)CCCCl)cc1Cl. As a reaction SMILES: [CH3:2][O:3][C:4]([c:5]1[c:6]([Cl:12])[cH:7][c:8]([NH2:11])[cH:9][cH:10]1)=[O:13].[CH3:33][N:34]([c:35]1[cH:36][cH:37][n:38][cH:39][cH:40]1)[CH3:41].[CH:14]([N:15]([CH2:16][CH3:17])[CH:18]([CH3:19])[CH3:20])([CH3:21])[CH3:22].[Cl:23][CH2:24][CH2:25][CH2:26][C:27](=[O:28])[Cl:29].[Cl:30][CH2:31][Cl:32].[ClH:1]>>[CH3:2][O:3][C:4]([c:5]1[c:6]([Cl:12])[cH:7][c:8]([NH:11][C:27]([CH2:26][CH2:25][CH2:24][Cl:23])=[O:28])[cH:9][cH:10]1)=[O:13].